describe an organic reaction: reactants, conditions, products, and yield From a dataset of the Open Reaction Database (ORD), a public repository of structured organic reaction records. Reactants: CC(NC(=O)Cc1cc(F)cc(F)c1)C(=O)O, CN1C(=O)C(N)N=C(c2ccccc2)c2ccccc21. Yields the product CC(NC(=O)Cc1cc(F)cc(F)c1)C(=O)NC1N=C(c2ccccc2)c2ccccc2N(C)C1=O. Reaction SMILES: [F:1][c:2]1[cH:3][c:4]([CH2:9][C:10](=[O:11])[NH:12][CH:13]([CH3:14])[C:15](=[O:16])[OH:17])[cH:5][c:6]([F:8])[cH:7]1.[NH2:18][CH:19]1[C:20](=[O:37])[N:21]([CH3:36])[c:22]2[c:23]([cH:32][cH:33][cH:34][cH:35]2)[C:24]([c:26]2[cH:27][cH:28][cH:29][cH:30][cH:31]2)=[N:25]1>>[F:1][c:2]1[cH:3][c:4]([CH2:9][C:10](=[O:11])[NH:12][CH:13]([CH3:14])[C:15](=[O:17])[NH:18][CH:19]2[C:20](=[O:37])[N:21]([CH3:36])[c:22]3[c:23]([cH:32][cH:33][cH:34][cH:35]3)[C:24]([c:26]3[cH:27][cH:28][cH:29][cH:30][cH:31]3)=[N:25]2)[cH:5][c:6]([F:8])[cH:7]1. Starting materials: NC1=C(C=C(C=C1C)N1N=NN=C1)I (1-(4-amino-3-iodo-5-methylphenyl)tetrazole), C(C=C)(=O)OCC (ethyl acrylate). The reagents and catalysts are C(C)(=O)[O-].[Pd+2].C(C)(=O)[O-] (palladium acetate). Run in C(C)N(CC)CC (triethylamine). Product: NC1=C(C=C(C=C1C)N1N=NN=C1)/C=C/C(=O)OCC (Trans-ethyl 3-(2-amino-3-methyl-5-[tetrazol-1-yl]phenyl)prop-2-enoate). As a reaction SMILES: [NH2:1][C:2]1[C:7]([CH3:8])=[CH:6][C:5]([N:9]2[CH:13]=[N:12][N:11]=[N:10]2)=[CH:4][C:3]=1I.[C:15]([O:19][CH2:20][CH3:21])(=[O:18])[CH:16]=[CH2:17]>C([O-])(=O)C.[Pd+2].C([O-])(=O)C.C(N(CC)CC)C>[NH2:1][C:2]1[C:7]([CH3:8])=[CH:6][C:5]([N:9]2[CH:13]=[N:12][N:11]=[N:10]2)=[CH:4][C:3]=1/[CH:17]=[CH:16]/[C:15]([O:19][CH2:20][CH3:21])=[O:18] |f:2.3.4|. Reported procedure: To a solution of 1-(4-amino-3-iodo-5-methylphenyl)tetrazole (5 g) in acetronitrile (80 cm3) was added ethyl acrylate (2 g), triethylamine (2 g) and palladium acetate (0.1 g). The mixture was heated under reflux for 11/2 hours, cooled and then partitioned between water (100 cm3) and dichloromethane (100 cm3). The aqueous phase was re-extracted with more dichloromethane (100 cm3) and the combined organic phases were dried (MgSO4), filtered and evaporated in vacuo. The residue was chromatographed o...